Task: describe an organic reaction: reactants, conditions, products, and yield. Dataset: the Open Reaction Database (ORD), a public repository of structured organic reaction records The reactants are CCN1CCC(=O)CC1, Fc1ccc(CC2CNc3ccccc32)cc1. The product is CCN1CCC(N2CC(Cc3ccc(F)cc3)c3ccccc32)CC1. RXN SMILES: [CH2:18]([CH3:19])[N:20]1[CH2:21][CH2:22][C:23](=[O:26])[CH2:24][CH2:25]1.[F:1][c:2]1[cH:3][cH:4][c:5]([CH2:6][CH:7]2[CH2:8][NH:9][c:10]3[cH:11][cH:12][cH:13][cH:14][c:15]32)[cH:16][cH:17]1>>[F:1][c:2]1[cH:3][cH:4][c:5]([CH2:6][CH:7]2[CH2:8][N:9]([CH:23]3[CH2:22][CH2:21][N:20]([CH2:18][CH3:19])[CH2:25][CH2:24]3)[c:10]3[cH:11][cH:12][cH:13][cH:14][c:15]32)[cH:16][cH:17]1.